From a dataset of the Open Reaction Database (ORD), a public repository of structured organic reaction records. describe an organic reaction: reactants, conditions, products, and yield The reactants are [O-]CC.[Na+] (sodium ethoxide), solution, BrC1=CC=C(C=O)C=C1 (4-bromobenzaldehyde), N(=[N+]=[N-])CC(=O)OCC (ethyl azidoacetate), O (water). Run in C(C)O (ethanol), C1(=CC=CC=C1)C (toluene), C1(=CC=CC=C1)C (toluene). Reaction conditions: time 2 hour. Yields the product N(=[N+]=[N-])\C(\C(=O)OCC)=C/C1=CC=C(C=C1)Br (ethyl (Z)-2-azido-3-(4-bromophenyl)acrylate). The yield is 39.0%. Reaction SMILES: [O-]CC.[Na+].[Br:5][C:6]1[CH:13]=[CH:12][C:9]([CH:10]=O)=[CH:8][CH:7]=1.[N:14]([CH2:17][C:18]([O:20][CH2:21][CH3:22])=[O:19])=[N+:15]=[N-:16].O>C(O)C.C1(C)C=CC=CC=1>[N:14](/[C:17](=[CH:10]\[C:9]1[CH:12]=[CH:13][C:6]([Br:5])=[CH:7][CH:8]=1)/[C:18]([O:20][CH2:21][CH3:22])=[O:19])=[N+:15]=[N-:16] |f:0.1|. Reported procedure: Into a solution of sodium ethoxide (a 20% solution in ethanol, 22.2 g) in toluene (100 ml) was added at 0° C. over a period of more than 10 minutes a solution of 4-bromobenzaldehyde (10 g) and ethyl azidoacetate (7.0 g) in toluene (50 ml). After being stirred at room temperature for 2 hours, the reaction mixture was mixed with water and was extracted with ethyl acetate. The organic layer was washed with an aqueous saturated solution of sodium chloride and was dried with magnesium sulfate. After ... Reactants: Brc1ccc(OCc2ccccc2)c(CCc2ccccc2)c1, N#C[Cu], CN(C)C=O, O. Yields the product N#Cc1ccc(OCc2ccccc2)c(CCc2ccccc2)c1. As a reaction SMILES: [CH2:1]([c:2]1[cH:3][cH:4][cH:5][cH:6][cH:7]1)[O:8][c:9]1[c:10]([CH2:16][CH2:17][c:18]2[cH:19][cH:20][cH:21][cH:22][cH:23]2)[cH:11][c:12]([Br:15])[cH:13][cH:14]1.[Cu:24][C:25]#[N:26].[O:28]=[CH:29][N:30]([CH3:31])[CH3:32].[OH2:27]>>[CH2:1]([c:2]1[cH:3][cH:4][cH:5][cH:6][cH:7]1)[O:8][c:9]1[c:10]([CH2:16][CH2:17][c:18]2[cH:19][cH:20][cH:21][cH:22][cH:23]2)[cH:11][c:12]([C:25]#[N:26])[cH:13][cH:14]1. Starting materials: CC(C)(C)OC(=O)NCC#Cc1ccc(Br)cn1, C#CCNC(=O)OCc1ccccc1, CCOC(C)=O, CC(C)NC(C)C, [Cu]I, Cl[Pd]Cl, c1ccc(P(c2ccccc2)c2ccccc2)cc1, c1ccc(P(c2ccccc2)c2ccccc2)cc1. Yields the product CC(C)(C)OC(=O)NCC#Cc1ccc(C#CCNC(=O)OCc2ccccc2)cn1. RXN SMILES: [Br:1][c:2]1[cH:3][cH:4][c:5]([C:8]#[C:9][CH2:10][NH:11][C:12]([O:13][C:14]([CH3:15])([CH3:16])[CH3:17])=[O:18])[n:6][cH:7]1.[C:19](=[O:20])([O:21][CH2:22][c:23]1[cH:24][cH:25][cH:26][cH:27][cH:28]1)[NH:29][CH2:30][C:31]#[CH:32].[CH3:40][CH2:41][O:42][C:43](=[O:44])[CH3:45].[CH:33]([NH:34][CH:35]([CH3:36])[CH3:37])([CH3:38])[CH3:39].[Cu:87][I:88].[Pd:46]([Cl:47])[Cl:48].[c:49]1([P:50]([c:51]2[cH:52][cH:53][cH:54][cH:55][cH:56]2)[c:57]2[cH:58][cH:59][cH:60][cH:61][cH:62]2)[cH:63][cH:64][cH:65][cH:66][cH:67]1.[c:68]1([P:69]([c:70]2[cH:71][cH:72][cH:73][cH:74][cH:75]2)[c:76]2[cH:77][cH:78][cH:79][cH:80][cH:81]2)[cH:82][cH:83][cH:84][cH:85][cH:86]1>>[c:2]1([C:32]#[C:31][CH2:30][NH:29][C:19](=[O:20])[O:21][CH2:22][c:23]2[cH:24][cH:25][cH:26][cH:27][cH:28]2)[cH:3][cH:4][c:5]([C:8]#[C:9][CH2:10][NH:11][C:12]([O:13][C:14]([CH3:15])([CH3:16])[CH3:17])=[O:18])[n:6][cH:7]1. Reported procedure: Using procedure 38, 2-(dipropylamino)-2,3-dihydro-6-hydroxy-1H-inden-5-yl trifluoromethanesulfonate (69, 1.9 g, 5 mmol) was treated with propylbromide (2.5 g, 20 mmol). Chromatographic purification yielded pure product 72 as a oil which was converted into the HCl salt and crystallized from EtOAc/hexane to give a white solid (mp 169-170° C.) RXN SMILES: [F:1][C:2]([F:25])([F:24])[S:3]([O:6][C:7]1[CH:8]=[C:9]2[C:13](=[CH:14][C:15]=1[OH:16])[CH2:12][CH:11]([N:17]([CH2:21][CH2:22][CH3:23])[CH2:18][CH2:19][CH3:20])[CH2:10]2)(=[O:5])=[O:4].[CH2:26](Br)[CH2:27][CH3:28]>>[F:25][C:2]([F:24])([F:1])[S:3]([O:6][C:7]1[CH:8]=[C:9]2[C:13](=[CH:14][C:15]=1[O:16][CH2:26][CH2:27][CH3:28])[CH2:12][CH:11]([N:17]([CH2:21][CH2:22][CH3:23])[CH2:18][CH2:19][CH3:20])[CH2:10]2)(=[O:4])=[O:5]. The reactants are FC(S(=O)(=O)OC=1C=C2CC(CC2=CC1O)N(CCC)CCC)(F)F (2-(Dipropylamino)-2,3-dihydro-6-hydroxy-1H-inden-5-yl trifluoromethanesulfonate), C(CC)Br (propylbromide). The product is FC(S(=O)(=O)OC=1C=C2CC(CC2=CC1OCCC)N(CCC)CCC)(F)F (2-(Dipropylamino)-2,3-dihydro-6-propoxy-1H-inden-5-yl trifluoromethanesulfonate).